This data is from the Open Reaction Database (ORD), a public repository of structured organic reaction records. The task is: describe an organic reaction: reactants, conditions, products, and yield Reactants: C(C)(C)(C)OC(=O)N1CCC(CC1)NC1=CC=C(C=C1)SC (1-(tert-Butoxycarbonyl)-4-[[4-(methylthio)phenyl]amino]piperidine), ClCC=1C=C(C=NC1)C1=CC(=C(C(=C1)OC)OC)OC (5-chloromethyl-3-(3,4,5-trimethoxyphenyl)pyridine). Yields the product C(C)(C)(C)OC(=O)N1CCC(CC1)N(CC=1C=C(C=NC1)C1=CC(=C(C(=C1)OC)OC)OC)C1=CC=C(C=C1)SC (1-(tert-Butoxycarbonyl)-4-[N-[4-(methylthio)phenyl]-N-[[3-(3,4,5-trimethoxyphenyl)pyridin-5-yl]methyl]amino]piperidine). As a reaction SMILES: [C:1]([O:5][C:6]([N:8]1[CH2:13][CH2:12][CH:11]([NH:14][C:15]2[CH:20]=[CH:19][C:18]([S:21][CH3:22])=[CH:17][CH:16]=2)[CH2:10][CH2:9]1)=[O:7])([CH3:4])([CH3:3])[CH3:2].Cl[CH2:24][C:25]1[CH:26]=[C:27]([C:31]2[CH:36]=[C:35]([O:37][CH3:38])[C:34]([O:39][CH3:40])=[C:33]([O:41][CH3:42])[CH:32]=2)[CH:28]=[N:29][CH:30]=1>>[C:1]([O:5][C:6]([N:8]1[CH2:13][CH2:12][CH:11]([N:14]([C:15]2[CH:20]=[CH:19][C:18]([S:21][CH3:22])=[CH:17][CH:16]=2)[CH2:24][C:25]2[CH:26]=[C:27]([C:31]3[CH:36]=[C:35]([O:37][CH3:38])[C:34]([O:39][CH3:40])=[C:33]([O:41][CH3:42])[CH:32]=3)[CH:28]=[N:29][CH:30]=2)[CH2:10][CH2:9]1)=[O:7])([CH3:4])([CH3:3])[CH3:2]. Reported procedure: 1-(tert-Butoxycarbonyl)-4-[[4-(methylthio)phenyl]amino]piperidine (645 mg) and 5-chloromethyl-3-(3,4,5-trimethoxyphenyl)pyridine (588 mg) was treated in the same manner as described in Example 9 to give light yellow amorphous of the title compound. The reactants are CCCCCCCOc1ccc(CNc2ccc(C(=O)OCC)cc2)cc1, CCO, Cl, [K+], [OH-], O. Yields the product CCCCCCCOc1ccc(CNc2ccc(C(=O)O)cc2)cc1. RXN SMILES: [CH2:1]([CH2:2][CH2:3][CH2:4][CH2:5][CH2:6][CH3:7])[O:8][c:9]1[cH:10][cH:11][c:12]([CH2:13][NH:14][c:15]2[cH:16][cH:17][c:18]([C:19](=[O:20])[O:21][CH2:22][CH3:23])[cH:24][cH:25]2)[cH:26][cH:27]1.[CH3:30][CH2:31][OH:32].[ClH:33].[K+:29].[OH-:28].[OH2:34]>>[CH2:1]([CH2:2][CH2:3][CH2:4][CH2:5][CH2:6][CH3:7])[O:8][c:9]1[cH:10][cH:11][c:12]([CH2:13][NH:14][c:15]2[cH:16][cH:17][c:18]([C:19](=[O:20])[OH:21])[cH:24][cH:25]2)[cH:26][cH:27]1. Reactants: COC1=CC=C(CN2N=CC(=C2)C=2N=C(SC2)NC2=NC=CC=N2)C=C1 (4-(1-(4-methoxybenzyl)-1H-pyrazol-4-yl)-N-(pyrimidin-2-yl)thiazol-2-amine), ClN1C(CCC1=O)=O (1-chloropyrrolidine-2,5-dione). Solvent: CN(C)C=O (DMF). Reaction conditions: time 1 hour. Product: ClC1=C(N=C(S1)NC1=NC=CC=N1)C=1C=NN(C1)CC1=CC=C(C=C1)OC (5-chloro-4-(1-(4-methoxybenzyl)-1H-pyrazol-4-yl)-N-(pyrimidin-2-yl)thiazol-2-amine). The yield is 51.6%. As a reaction SMILES: [CH3:1][O:2][C:3]1[CH:26]=[CH:25][C:6]([CH2:7][N:8]2[CH:12]=[C:11]([C:13]3[N:14]=[C:15]([NH:18][C:19]4[N:24]=[CH:23][CH:22]=[CH:21][N:20]=4)[S:16][CH:17]=3)[CH:10]=[N:9]2)=[CH:5][CH:4]=1.[Cl:27]N1C(=O)CCC1=O>CN(C=O)C>[Cl:27][C:17]1[S:16][C:15]([NH:18][C:19]2[N:20]=[CH:21][CH:22]=[CH:23][N:24]=2)=[N:14][C:13]=1[C:11]1[CH:10]=[N:9][N:8]([CH2:7][C:6]2[CH:5]=[CH:4][C:3]([O:2][CH3:1])=[CH:26][CH:25]=2)[CH:12]=1. Reported procedure: According to Scheme 7, Step 1: To a solution of 4-(1-(4-methoxybenzyl)-1H-pyrazol-4-yl)-N-(pyrimidin-2-yl)thiazol-2-amine (0.85 mmol, 0.31 g) in DMF (1 mL) was added 1-chloropyrrolidine-2,5-dione (0.64 mmol, 85 mg). The reaction mixture was stirred for 1 hour at room temperature. The reaction was quenched with a saturated aqueous solution of Na2CO3 and extracted with AcOEt. The combined organic layers were dried over MgSO4, were filtered and were evaporated under reduced pressure to afford 5-chl... Starting materials: [Li+].C[Si](C)(C)[N-][Si](C)(C)C (LiHMDS), BrC=1C=CC(=NC1)C1=C(N=CO1)C (5-(5-bromopyridin-2-yl)-4-methyloxazole), ClC(C(Cl)(Cl)Cl)(Cl)Cl (hexachloroethane). Solvent: C1CCOC1 (THF). Conditions: temperature -78 celsius, time 20 minute. The product is BrC=1C=CC(=NC1)C1=C(N=C(O1)Cl)C (5-(5-bromopyridin-2-yl)-2-chloro-4-methyloxazole). Isolated yield 88.9%. Reaction SMILES: [Br:1][C:2]1[CH:3]=[CH:4][C:5]([C:8]2[O:12][CH:11]=[N:10][C:9]=2[CH3:13])=[N:6][CH:7]=1.[Li+].C[Si]([N-][Si](C)(C)C)(C)C.[Cl:24]C(Cl)(Cl)C(Cl)(Cl)Cl>C1COCC1>[Br:1][C:2]1[CH:3]=[CH:4][C:5]([C:8]2[O:12][C:11]([Cl:24])=[N:10][C:9]=2[CH3:13])=[N:6][CH:7]=1 |f:1.2|. Reported procedure: A solution of Example 57A (7.32 g, 30.6 mmol) in THF (150 mL) was cooled to −78° C., and treated carefully with LiHMDS (1 M in THF, 37 mL, 37 mmol). The mixture was stirred at −78° C. for 20 minutes, then was treated all at once with hexachloroethane (14.5 g, 61.2 mmol). The flask was removed from the cold bath, and the reaction mixture was stirred overnight at room temperature. After this time, the mixture was diluted with Et2O and washed with saturated NH4Cl solution and water, dried over Na2S... The product is O=C(Cl)C=Cc1cccc(NS(=O)(=O)C=Cc2ccccc2)c1. RXN SMILES: [CH3:27][N:28]([CH3:29])[CH:30]=[O:31].[Cl:24][CH2:25][Cl:26].[c:1]1([CH:7]=[CH:8][S:9](=[O:10])(=[O:11])[NH:12][c:13]2[cH:14][c:15]([CH:19]=[CH:20][C:21](=[O:22])[OH:23])[cH:16][cH:17][cH:18]2)[cH:2][cH:3][cH:4][cH:5][cH:6]1>>[c:1]1([CH:7]=[CH:8][S:9](=[O:10])(=[O:11])[NH:12][c:13]2[cH:14][c:15]([CH:19]=[CH:20][C:21](=[O:23])[Cl:24])[cH:16][cH:17][cH:18]2)[cH:2][cH:3][cH:4][cH:5][cH:6]1. The reactants are CN(C)C=O, ClCCl, O=C(O)C=Cc1cccc(NS(=O)(=O)C=Cc2ccccc2)c1. The reactants are [Br-], CCCC[N+](CCCC)(CCCC)CCCC, Cc1ccccc1, OC1CCC(O)CC1, ClCC1CC=CCC1, [Na+], [OH-]. The product is OC1CCC(OCC2CC=CCC2)CC1. As a reaction SMILES: [Br-:19].[CH3:20][CH2:21][CH2:22][CH2:23][N+:24]([CH2:25][CH2:26][CH2:27][CH3:28])([CH2:29][CH2:30][CH2:31][CH3:32])[CH2:33][CH2:34][CH2:35][CH3:36].[CH3:37][c:38]1[cH:39][cH:40][cH:41][cH:42][cH:43]1.[CH:9]1([OH:16])[CH2:10][CH2:11][CH:12]([OH:15])[CH2:13][CH2:14]1.[Cl:1][CH2:2][CH:3]1[CH2:4][CH:5]=[CH:6][CH2:7][CH2:8]1.[Na+:18].[OH-:17]>>[CH2:2]([CH:3]1[CH2:4][CH:5]=[CH:6][CH2:7][CH2:8]1)[O:15][CH:12]1[CH2:11][CH2:10][CH:9]([OH:16])[CH2:14][CH2:13]1. Starting materials: C(C)OCC (Diethyl ether), ClN1C(CCC1=O)=O (N-chlorosuccinimide), CC=1NC2=CC=CC=C2C1 (2-methylindole), CSC (Dimethylsulfide), ice-salt-acetone. The solvent is ClC(C)Cl (dichloroethane), ClC(C)Cl (dichloroethane). Run at temperature -10 celsius, time 5 minute. Yields the product [Cl-].CC=1NC2=CC=CC=C2C1[S+](C)C ((2-methyl-1H-indol-3-yl)-dimethylsulfonium chloride). Reaction SMILES: [Cl:1]N1C(=O)CCC1=O.[CH3:9][S:10][CH3:11].[CH3:12][C:13]1[NH:14][C:15]2[C:20]([CH:21]=1)=[CH:19][CH:18]=[CH:17][CH:16]=2.C(OCC)C>ClC(Cl)C>[Cl-:1].[CH3:12][C:13]1[NH:14][C:15]2[C:20]([C:21]=1[S+:10]([CH3:11])[CH3:9])=[CH:19][CH:18]=[CH:17][CH:16]=2 |f:5.6|. Procedure: N-chlorosuccinimide (3.85 g, 29.35 mmole) was suspended in dichloroethane (40 ml) under a nitrogen atmosphere and cooled to −10° C. using an ice-salt-acetone bath. Dimethylsulfide (3 ml) was slowly added with stirring over a period of about 5 minutes. The mixture was stirred at this temperature for 10 minutes beyond the addition, at which time the ice-salt-acetone bath was replaced by a dry-ice acetone bath and the temperature was lowered to −50° C. To this solution was added 2-methylindole (3.8... The reactants are CC(C(C)=O)CC(C)=O (3-methylhexan-2,5-dione), COC(CN)=O (glycine methyl ester). Product: COC(CN1C(=C(C=C1C)C)C)=O (methyl(2,3,5-trimethyl-1H-pyrrol-1-yl)acetate). RXN SMILES: [CH3:1][CH:2]([CH2:6][C:7](=O)[CH3:8])[C:3](=O)[CH3:4].[CH3:10][O:11][C:12](=[O:15])[CH2:13][NH2:14]>>[CH3:10][O:11][C:12](=[O:15])[CH2:13][N:14]1[C:7]([CH3:8])=[CH:6][C:2]([CH3:1])=[C:3]1[CH3:4]. Reported procedure: By a procedure analogous to Example 1, 3-methylhexan-2,5-dione (J. Amer. Chem. Soc., 1929, 51, 3514) is reacted with glycine methyl ester to give methyl(2,3,5-trimethyl-1H-pyrrol-1-yl)acetate. The reactants are NC1C(NC2=C(C(=N1)C1=CC=CC=C1)C=CC=C2)=O (1,3-Dihydro-3-(RS)-amino-5-phenyl-2H-1,4-benzodiazepin-2-one), ClC1=CC=C(C(=O)Cl)C=C1 (p-chlorobenzoyl chloride), CCOCC (ether). Run in C(Cl)Cl (methylene chloride), C(Cl)Cl (methylene chloride). Run at time 8 hour. Product: ClC1=CC=C(C=C1)C(=O)NC1C(NC2=C(C(=N1)C1=CC=CC=C1)C=CC=C2)=O (1,3-Dihydro-3-(RS)-(4-chlorophenylcarbonyl)amino-5-phenyl-2H-1,4-benzodiazepin-2-one). RXN SMILES: [NH2:1][CH:2]1[N:8]=[C:7]([C:9]2[CH:14]=[CH:13][CH:12]=[CH:11][CH:10]=2)[C:6]2[CH:15]=[CH:16][CH:17]=[CH:18][C:5]=2[NH:4][C:3]1=[O:19].[Cl:20][C:21]1[CH:29]=[CH:28][C:24]([C:25](Cl)=[O:26])=[CH:23][CH:22]=1.CCOCC>C(Cl)Cl>[Cl:20][C:21]1[CH:29]=[CH:28][C:24]([C:25]([NH:1][CH:2]2[N:8]=[C:7]([C:9]3[CH:14]=[CH:13][CH:12]=[CH:11][CH:10]=3)[C:6]3[CH:15]=[CH:16][CH:17]=[CH:18][C:5]=3[NH:4][C:3]2=[O:19])=[O:26])=[CH:23][CH:22]=1. Procedure: 1,3-Dihydro-3-(RS)-amino-5-phenyl-2H-1,4-benzodiazepin-2-one (500 mg, 1.98 mmole) and p-chlorobenzoyl chloride (255 μl, 2.00 mmole) were combined at room temperature in 30 ml of methylene chloride. The resulting solution was protected from moisture and stirred at room temperature overnight. The reaction mixture was diluted with 70 ml of methylene chloride and washed with sodium bicarbonate solution (sat.) and brine. The organic extracts were dried (MgSO4) and concentrated to give the crude produ... Reactants: O=CN1CCC(OC(F)F)CC1, [K+], [OH-], O. Yields the product FC(F)OC1CCNCC1. As a reaction SMILES: [F:1][CH:2]([O:3][CH:4]1[CH2:5][CH2:6][N:7]([CH:10]=[O:11])[CH2:8][CH2:9]1)[F:12].[K+:14].[OH-:13].[OH2:15]>>[F:1][CH:2]([O:3][CH:4]1[CH2:5][CH2:6][NH:7][CH2:8][CH2:9]1)[F:12].